From a dataset of the Open Reaction Database (ORD), a public repository of structured organic reaction records. describe an organic reaction: reactants, conditions, products, and yield Starting materials: CCCCN, C1CCOC1, CCCc1ccc(C#CC(F)=C(F)c2ccc(Br)cc2)cc1, [I-], [Na+], O=C([O-])O, C#Cc1ccc(C)cc1. The product is CCCc1ccc(C#CC(F)=C(F)c2ccc(C#Cc3ccc(C)cc3)cc2)cc1. Reaction SMILES: [CH2:24]([NH2:25])[CH2:26][CH2:27][CH3:28].[CH2:43]1[O:44][CH2:45][CH2:46][CH2:47]1.[F:2][C:3]([C:4]#[C:5][c:6]1[cH:7][cH:8][c:9]([CH2:12][CH2:13][CH3:14])[cH:10][cH:11]1)=[C:15]([c:16]1[cH:17][cH:18][c:19]([Br:22])[cH:20][cH:21]1)[F:23].[I-:1].[Na+:42].[O-:38][C:39]([OH:40])=[O:41].[c:29]1([CH3:37])[cH:30][cH:31][c:32]([C:35]#[CH:36])[cH:33][cH:34]1>>[F:2][C:3]([C:4]#[C:5][c:6]1[cH:7][cH:8][c:9]([CH2:12][CH2:13][CH3:14])[cH:10][cH:11]1)=[C:15]([c:16]1[cH:17][cH:18][c:19]([C:36]#[C:35][c:32]2[cH:31][cH:30][c:29]([CH3:37])[cH:34][cH:33]2)[cH:20][cH:21]1)[F:23]. Reactants: S1C(=CC=C1)S(=O)(=O)Cl (2-thiophenesulfonyl chloride), S1C(=CC=C1)S(=O)(=O)Cl (2-Thiophenesulfonyl chloride), NCCCCN1C(=NC=2C(=NC=3C=CC=CC3C21)N)CCCC (1-(4-aminobutyl)-2-butyl-1H-imidazo[4,5-c]quinoline-4-amine), ClCCl (dichloromethane). Solvent: N1=CC=CC=C1 (pyridine). The product is NC1=NC=2C=CC=CC2C2=C1N=C(N2CCCCNS(=O)(=O)C=2SC=CC2)CCCC (N2-[4-(4-amino-2-butyl-1H-imidazo[4,5-c]quinolin-1-yl)butyl]-2-thiophenesulfonamide). Isolated yield 27.3%. As a reaction SMILES: [S:1]1[CH:5]=[CH:4][CH:3]=[C:2]1[S:6](Cl)(=[O:8])=[O:7].[NH2:10][CH2:11][CH2:12][CH2:13][CH2:14][N:15]1[C:27]2[C:26]3[CH:25]=[CH:24][CH:23]=[CH:22][C:21]=3[N:20]=[C:19]([NH2:28])[C:18]=2[N:17]=[C:16]1[CH2:29][CH2:30][CH2:31][CH3:32].ClCCl>N1C=CC=CC=1>[NH2:28][C:19]1[C:18]2[N:17]=[C:16]([CH2:29][CH2:30][CH2:31][CH3:32])[N:15]([CH2:14][CH2:13][CH2:12][CH2:11][NH:10][S:6]([C:2]3[S:1][CH:5]=[CH:4][CH:3]=3)(=[O:8])=[O:7])[C:27]=2[C:26]2[CH:25]=[CH:24][CH:23]=[CH:22][C:21]=2[N:20]=1. Procedure details: 2-Thiophenesulfonyl chloride (0.3 g in 10 ml dichloromethane, 1.6 mmol) was added dropwise to a stirring solution of 1-(4-aminobutyl)-2-butyl-1H-imidazo[4,5-c]quinoline-4-amine (0.5 g, 1.6 mmol), dichloromethane (40 ml), and pyridine (0.8 ml). The reaction was maintained at room temperature for a few hours and then an additional portion of 2-thiophenesulfonyl chloride (0.1 g, 0.6 mmol) was added. The reaction was maintained overnight and then concentrated in vacuo. The resulting residue was puri... The solvent is C(C)(=O)OCC (ethyl acetate), CN(C)C=O (DMF). Product: C1(CC1)N(C(=O)C1=CC=2C(=NC(=C3C2N(C=N3)C)NC=3SC2=C(N3)C=C(C=C2)F)N1CC)C1CC1 (N,N-dicyclopropyl-6-ethyl-4-(5-fluorobenzo[d]thiazol-2-ylamino)-1-methyl-1,6-dihydroimidazo[4,5-d]pyrrolo[2,3-b]pyridine-7-carboxamide). As a reaction SMILES: [NH2:1][C:2]1[N:7]=[C:6]2[N:8]([CH2:20][CH3:21])[C:9]([C:11]([N:13]([CH:17]3[CH2:19][CH2:18]3)[CH:14]3[CH2:16][CH2:15]3)=[O:12])=[CH:10][C:5]2=[C:4]2[N:22]([CH3:25])[CH:23]=[N:24][C:3]=12.[H-].[Na+].[F:28][C:29]1[CH:30]=[CH:31][C:32]2[S:36][C:35](S(C)=O)=[N:34][C:33]=2[CH:40]=1>CN(C=O)C.C(OCC)(=O)C>[CH:14]1([N:13]([CH:17]2[CH2:19][CH2:18]2)[C:11]([C:9]2[N:8]([CH2:20][CH3:21])[C:6]3=[N:7][C:2]([NH:1][C:35]4[S:36][C:32]5[CH:31]=[CH:30][C:29]([F:28])=[CH:40][C:33]=5[N:34]=4)=[C:3]4[N:24]=[CH:23][N:22]([CH3:25])[C:4]4=[C:5]3[CH:10]=2)=[O:12])[CH2:16][CH2:15]1 |f:1.2|. Run at time 20 minute. The reactants are NC1=C2C(=C3C(=N1)N(C(=C3)C(=O)N(C3CC3)C3CC3)CC)N(C=N2)C (4-amino-N,N-dicyclopropyl-6-ethyl-1-methyl-1,6-dihydroimidazo[4,5-d]pyrrolo[2,3-b]pyridine-7-carboxamide), [H-].[Na+] (sodium hydride), FC=1C=CC2=C(N=C(S2)S(=O)C)C1 (5-fluoro-2-(methylsulfinyl)benzo[d]thiazole). Procedure details: To a solution of 4-amino-N,N-dicyclopropyl-6-ethyl-1-methyl-1,6-dihydroimidazo[4,5-d]pyrrolo[2,3-b]pyridine-7-carboxamide (example 1J, 50 mg, 0.148 mmol) in DMF (1.5 mL) was added sodium hydride (17.73 mg, 0.443 mmol). After 20 min, 5-fluoro-2-(methylsulfinyl)benzo[d]thiazole (example 40B, 95 mg, 0.443 mmol) was added in one portion. The reaction mixture was stirred at room temperature. The reaction mixture was diluted with ethyl acetate and quenched with water. The aqueous layer was extracted w... Isolated yield 17.9%. The reactants are NC1[C@@H]2N(C(=C(CS2)CSC=2SC(=NN2)C)C(=O)O)C1=O (7-Amino-3-(5-methyl-1,3,4-thiadiazol-2-ylthiomethyl)-3-cephem-4-carboxylic acid), FC(CSCC(=O)Cl)(F)F (trifluoroethylmercaptoacetyl chloride). Run in O (water). Yields the product FC(CSCC(=O)NC1[C@@H]2N(C(=C(CS2)CSC=2SC(=NN2)C)C(=O)O)C1=O)(F)F (7-Trifluoroethylmercaptoacetamido-3-(5-methyl-1,3,4-thiadiazol-2-ylthiomethyl)-3-cephem-4-carboxylic acid). As a reaction SMILES: [NH2:1][CH:2]1[C:20](=[O:21])[N:4]2[C:5]([C:17]([OH:19])=[O:18])=[C:6]([CH2:9][S:10][C:11]3[S:12][C:13]([CH3:16])=[N:14][N:15]=3)[CH2:7][S:8][C@H:3]12.[F:22][C:23]([F:31])([F:30])[CH2:24][S:25][CH2:26][C:27](Cl)=[O:28]>O>[F:22][C:23]([F:31])([F:30])[CH2:24][S:25][CH2:26][C:27]([NH:1][CH:2]1[C:20](=[O:21])[N:4]2[C:5]([C:17]([OH:19])=[O:18])=[C:6]([CH2:9][S:10][C:11]3[S:12][C:13]([CH3:16])=[N:14][N:15]=3)[CH2:7][S:8][C@H:3]12)=[O:28]. Procedure details: 7-Amino-3-(5-methyl-1,3,4-thiadiazol-2-ylthiomethyl)-3-cephem-4-carboxylic acid (3.96 g, 14 mmol) was reacted with trifluoroethylmercaptoacetyl chloride in the same manner as described in Example 1. After stirring at room temperature the solution was diluted with water (50 ml), washed with ether (3 × 150 ml), acidified to pH 2 with 3N HCl and extracted with ethyl acetate (3 × 150 ml). The extracts were washed with water, dried, and concentrated. The product was collected and converted to its sod... Reactants: COC(C(=O)Cl)=O (methylchloroglyoxylate), BrC1=CC=CC2=CC=CC=C12 (1-bromo-naphthalene), O (water). Solvent: C(Cl)Cl (DCM). Run at time 5 minute. Yields the product COC(C(=O)C1=CC=C(C2=CC=CC=C12)Br)=O ((4-Bromo-naphthalen-1-yl)-oxo-acetic acid methyl ester). The yield is 37.0%. Reaction SMILES: [CH3:1][O:2][C:3](=[O:7])[C:4](Cl)=[O:5].[Br:8][C:9]1[C:18]2[C:13](=[CH:14][CH:15]=[CH:16][CH:17]=2)[CH:12]=[CH:11][CH:10]=1.O>C(Cl)Cl>[CH3:1][O:2][C:3](=[O:7])[C:4]([C:12]1[C:13]2[C:18](=[CH:17][CH:16]=[CH:15][CH:14]=2)[C:9]([Br:8])=[CH:10][CH:11]=1)=[O:5]. Procedure: To a suspension of ALCl3 (3.20 g, 24 mmol) in 100 mL DCM at 0° C., methylchloroglyoxylate (2.2 mL, 24 mmol) was added. The resulting solution was stirred for 5 min., after which 1-bromo-naphthalene (5 g, 24 mmol) was added. After stirring for 2 hrs at room temperature, water was added and the phases were separated, after which the organic layer was washed with water and dried over MgSO4. The residue obtained after evaporation of the organic solvent was purified by column chromatography (0-30% Et...